From a dataset of the Open Reaction Database (ORD), a public repository of structured organic reaction records. describe an organic reaction: reactants, conditions, products, and yield Starting materials: O=C([O-])O, C=CCN, C=CCNc1nc(Cl)nc2ccc(Cl)cc12, CN1CCN(C)C1=O, [Na+]. Yields the product C=CCNc1nc(NCC=C)c2cc(Cl)ccc2n1. As a reaction SMILES: [C:21](=[O:22])([O-:23])[OH:24].[CH2:17]([CH:18]=[CH2:19])[NH2:20].[CH2:1]([CH:2]=[CH2:3])[NH:4][c:5]1[n:6][c:7]([Cl:16])[n:8][c:9]2[cH:10][cH:11][c:12]([Cl:15])[cH:13][c:14]12.[CH3:26][N:27]1[CH2:28][CH2:29][N:30]([CH3:31])[C:32]1=[O:33].[Na+:25]>>[CH2:1]([CH:2]=[CH2:3])[NH:4][c:5]1[n:6][c:7]([NH:20][CH2:17][CH:18]=[CH2:19])[n:8][c:9]2[cH:10][cH:11][c:12]([Cl:15])[cH:13][c:14]12. Procedure details: A mixture of 3-[bis-(tert-butoxycarbonylamino)methyl]-1-(diphenylmethyl)azetidine (Intermediate 152, 6.4 g) and 10% palladium on carbon (3 g) in ethanol (100 mL) and acetic acid (2 mL) was stirred under an atmosphere of hydrogen overnight. The solid was filtered off and the filtrate was evaporated to dryness. The residue was dissolved in ethyl acetate and washed with saturated aqueous sodium carbonate, dried (Na2SO4) and filtered. The filtrate was evaporated to dryness and the residue was purifi... Solvent: C(C)O (ethanol), C(C)(=O)O (acetic acid). The product is C(C)(C)(C)OC(=O)NC(C1CNC1)NC(=O)OC(C)(C)C (3-[bis-(tert-butoxycarbonylamino)methyl]azetidine). Run at time 8 hour. The yield is 97.0%. Reagents/catalysts: [Pd] (palladium on carbon). Reactants: C(C)(C)(C)OC(=O)NC(C1CN(C1)C(C1=CC=CC=C1)C1=CC=CC=C1)NC(=O)OC(C)(C)C (3-[bis-(tert-butoxycarbonylamino)methyl]-1-(diphenylmethyl)azetidine), C(C)(C)(C)OC(=O)NC(C1CN(C1)C(C1=CC=CC=C1)C1=CC=CC=C1)NC(=O)OC(C)(C)C (3-[bis-(tert-butoxycarbonylamino)methyl]-1-(diphenylmethyl)azetidine). Reaction SMILES: [C:1]([O:5][C:6]([NH:8][CH:9]([NH:27][C:28]([O:30][C:31]([CH3:34])([CH3:33])[CH3:32])=[O:29])[CH:10]1[CH2:13][N:12](C(C2C=CC=CC=2)C2C=CC=CC=2)[CH2:11]1)=[O:7])([CH3:4])([CH3:3])[CH3:2]>[Pd].C(O)C.C(O)(=O)C>[C:31]([O:30][C:28]([NH:27][CH:9]([NH:8][C:6]([O:5][C:1]([CH3:4])([CH3:3])[CH3:2])=[O:7])[CH:10]1[CH2:11][NH:12][CH2:13]1)=[O:29])([CH3:34])([CH3:33])[CH3:32]. Reactants: CCOCC (ether), CC1=C2C(=CNC2=CC=C1[N+](=O)[O-])CC1C(OC(OC1=O)(C)C)=O (5-[(4-methy-5-nitroindol-3-yl)methyl]-2,2-dimethyl-1,3-dioxane-4,6-dione), C(C)O (ethanol). The reagents and catalysts are [Cu] (copper). Solvent: C(C)(=O)OCC (ethyl acetate), N1=CC=CC=C1 (pyridine). Product: CC1=C2C(=CNC2=CC=C1[N+](=O)[O-])CCC(=O)OCC (Ethyl 4-methyl-5-nitro-3-indolepropionate). Yield: 50.4%. As a reaction SMILES: [CH3:1][C:2]1[C:10]([N+:11]([O-:13])=[O:12])=[CH:9][CH:8]=[C:7]2[C:3]=1[C:4]([CH2:14][CH:15]1C(=O)O[C:18](C)([CH3:22])[O:17][C:16]1=[O:24])=[CH:5][NH:6]2.C(O)C.CCOCC>N1C=CC=CC=1.C(OCC)(=O)C.[Cu]>[CH3:1][C:2]1[C:10]([N+:11]([O-:13])=[O:12])=[CH:9][CH:8]=[C:7]2[C:3]=1[C:4]([CH2:14][CH2:15][C:16]([O:17][CH2:18][CH3:22])=[O:24])=[CH:5][NH:6]2. Procedure: To a solution of 5-[(4-methy-5-nitroindol-3-yl)methyl]-2,2-dimethyl-1,3-dioxane-4,6-dione (1.009 g, 3.04 mmol) in a mixture of pyridine (18 mL) and absolute ethanol (2 mL) was added 0.05 g of copper powder and the mixture was heated to reflux under Ar for 2 h. The cooled mixture was filtered and the filtrate was evaporated in vacuo to give a viscous brown oil. This material was taken up in ethyl acetate and the solution was washed (1N HCl, saturated aqueous NH4Cl, brine), dried (Na2SO4) and evap... Reactants: C(/C(=C\C(=O)O)/C(=O)O)C(=O)O (Trans-aconitic acid), peptide, CCOCC (ether), C1=CN(C=N1)C(=O)N2C=CN=C2 (CDI), FC(S(=O)(=O)O)(F)F.C1(=CC=CC=C1)SC.C1=C(C=CC=C1O)C (trifluoromethanesulfonic acid thioanisole m-cresol). Solvent: CN(C)C=O (DMF), O (water), FC(C(=O)O)(F)F (trifluoroacetic acid), FC(C(=O)O)(F)F (trifluoroacetic acid). The product is C(C=C(C(=O)O)CC(=O)O)(=O)O (aconitic acid). Reaction SMILES: [CH2:1]([C:10]([OH:12])=[O:11])/[C:2](/[C:7]([OH:9])=[O:8])=[CH:3]\[C:4]([OH:6])=[O:5].C1N=CN(C(N2C=NC=C2)=O)C=1.FC(F)(F)S(O)(=O)=O.C1(SC)C=CC=CC=1.C1C(O)=CC=CC=1C.CCOCC>CN(C=O)C.FC(F)(F)C(O)=O.O>[C:10]([OH:12])(=[O:11])[CH:1]=[C:2]([CH2:3][C:4]([OH:6])=[O:5])[C:7]([OH:9])=[O:8] |f:2.3.4|. Procedure details: Trans-aconitic acid (0.17 g, 1.0 mmol) and trifluoroacetic acid salt of β-Ala--Arg(Mts)--Leu--Asp(OBn)--Ser(Bn)--NH--iPr (SEQ ID NO:11) (3.23 g, 3.0 mmol) were condensed with CDI in DMF. The product was treated as in Example 73 to obtain the objective compound in the protected form (0.67 g, 0.22 mmol). The protected compound was dissolved in trifluoroacetic acid (10 ml), added with a trifuluoroacetic acid solution of 1M-trifluoromethanesulfonic acid/thioanisole/m-cresol with ice cooling at 0° C.... Reactants: O1CCN(C=2C=CC=C(SC)C2)CC1. The reagents and catalysts are N=1C=CC(=CC1C=2N=CC=C(C2)C)C, O1B(OC(C)(C)C1(C)C)B2OC(C)(C)C(O2)(C)C, C[OH2+].C[OH2+].C1CC=CCCC=C1.C1CC=CCCC=C1.[Ir].[Ir]. Run in C=1C=C(C=CC1C)C. Run at temperature 55 celsius, time 24 hour. Yields the product O1B(OC(C)(C)C1(C)C)C2=CC(SC)=CC(=C2)N3CCOCC3. Isolated yield 75.0%. Procedure: dtbpy: A mixture of ortho- and meta-borylated products (125 mg, 75% yield, ortho/meta + para = <0.01); meta-Isomer 5u was obtained by further purification by GPC (110 mg, 66% yield), white solid (mp. 73-75 oC); The reactants are C(C1=CC=CC=C1)OC=1C=C(C=CC1)C=1N(C2=CC=CC=C2C1C)CC1=CC=C(C=C1)OCCCl (3-benzyloxy-phenyl-1-[4(2-chloro-ethoxy)-benzyl]-3-methyl-1H-indole), C(C)(=O)OCC (ethyl acetate), N1CCCCC1 (piperidine), [I-].[K+] (potassium iodide). Run in CN(C)C=O (DMF). Reaction conditions: temperature 45 celsius. Product: C(C1=CC=CC=C1)OC=1C=C2C(=C(N(C2=CC1)CC1=CC=C(C=C1)OCCN1CCCCC1)C1=CC(=CC=C1)OCC1=CC=CC=C1)C (5-Benzyloxy-2-(3-benzyloxy-phenyl)-3-methyl-1-[4-(2-piperidin-1-yl-ethoxy)-benzyl]-1H-indole). As a reaction SMILES: [CH2:1]([O:8][C:9]1[CH:10]=[C:11]([C:15]2[N:16]([CH2:25][C:26]3[CH:31]=[CH:30][C:29]([O:32][CH2:33][CH2:34]Cl)=[CH:28][CH:27]=3)[C:17]3[C:22]([C:23]=2[CH3:24])=[CH:21][CH:20]=[CH:19][CH:18]=3)[CH:12]=[CH:13][CH:14]=1)[C:2]1[CH:7]=[CH:6][CH:5]=[CH:4][CH:3]=1.[NH:36]1[CH2:41][CH2:40][CH2:39][CH2:38][CH2:37]1.[I-].[K+].C([O:47][CH2:48][CH3:49])(=O)C>CN(C=O)C>[CH2:48]([O:47][C:20]1[CH:21]=[C:22]2[C:17](=[CH:18][CH:19]=1)[N:16]([CH2:25][C:26]1[CH:27]=[CH:28][C:29]([O:32][CH2:33][CH2:34][N:36]3[CH2:41][CH2:40][CH2:39][CH2:38][CH2:37]3)=[CH:30][CH:31]=1)[C:15]([C:11]1[CH:12]=[CH:13][CH:14]=[C:9]([O:8][CH2:1][C:2]3[CH:7]=[CH:6][CH:5]=[CH:4][CH:3]=3)[CH:10]=1)=[C:23]2[CH3:24])[C:49]1[CH:6]=[CH:7][CH:2]=[CH:3][CH:4]=1 |f:2.3|. Procedure details: To a solution of 1.1 g (0.00953 mol) of 5-benzyloxy-2-(3-benzyloxy-phenyl-1-[4(2-chloro-ethoxy)-benzyl]-3-methyl-1H-indole (example No. 58) in 10 mL of DMF was added 1.1 mL (0.0112 mol) of piperidine, and 0.93 g (00561 mol) of potassium iodide. The reaction mixture was heated to ˜40-50° C. for 4 hours. After cooling the reaction mixture to room temperature, 150 mL of ethyl acetate were added and the mixture was washed with water (3×100 mL). The organic solution was collected, washed with saturat... The reactants are C(C1=CC=CC=C1)OC1=CC=CC=2N(C(NC21)=S)CCCO (4-benzyloxy-1-(3-hydroxypropyl)-2-thioxo-2,3-dihydro-1H-benzimidazole), CI (methyl iodide). Solvent: C(C)#N (acetonitrile). Reaction conditions: time 8 hour. The product is C(C1=CC=CC=C1)OC1=CC=CC=2N(C(=NC21)SC)CCCO (4-benzyloxy-1-(3-hydroxypropyl)-2-methylthio-1H-benzimidazole). The yield is 91.6%. As a reaction SMILES: [CH2:1]([O:8][C:9]1[C:17]2[NH:16][C:15](=[S:18])[N:14]([CH2:19][CH2:20][CH2:21][OH:22])[C:13]=2[CH:12]=[CH:11][CH:10]=1)[C:2]1[CH:7]=[CH:6][CH:5]=[CH:4][CH:3]=1.[CH3:23]I>C(#N)C>[CH2:1]([O:8][C:9]1[C:17]2[N:16]=[C:15]([S:18][CH3:23])[N:14]([CH2:19][CH2:20][CH2:21][OH:22])[C:13]=2[CH:12]=[CH:11][CH:10]=1)[C:2]1[CH:3]=[CH:4][CH:5]=[CH:6][CH:7]=1. Reported procedure: To a solution of 4-benzyloxy-1-(3-hydroxypropyl)-2-thioxo-2,3-dihydro-1H-benzimidazole (70 mg) in acetonitrile (2 ml) was added methyl iodide (37.9 mg), and the mixture was stirred overnight. The reaction mixture was concentrated in vacuo. The residue was purified by preparative thin layer chromatography and pulverized with diisopropyl ether to give 4-benzyloxy-1-(3-hydroxypropyl)-2-methylthio-1H-benzimidazole (67 mg). Starting materials: O=C(Nc1cn2nc(Sc3nnc4ccc(Br)cn34)ccc2n1)C1CC1, COCCOCc1ccc2nnc(S)n2c1, O=C(Nc1cn2nc(I)ccc2n1)C1CC1. Yields the product COCCOCc1ccc2nnc(Sc3ccc4nc(NC(=O)C5CC5)cn4n3)n2c1. Reaction SMILES: [Br:33][c:34]1[cH:35][cH:36][c:37]2[n:38]([c:39]([S:40][c:41]3[cH:42][cH:43][c:44]4[n:45]([cH:46][c:47]([NH:48][C:49]([CH:50]5[CH2:51][CH2:52]5)=[O:53])[n:54]4)[n:55]3)[n:56][n:57]2)[cH:58]1.[CH3:17][O:18][CH2:19][CH2:20][O:21][CH2:22][c:23]1[cH:24][cH:25][c:26]2[n:27]([cH:28]1)[c:29]([SH:32])[n:30][n:31]2.[I:1][c:2]1[cH:3][cH:4][c:5]2[n:6]([n:7]1)[cH:8][c:9]([NH:11][C:12](=[O:13])[CH:14]1[CH2:15][CH2:16]1)[n:10]2>>[c:2]1([S:32][c:29]2[n:27]3[c:26]([cH:25][cH:24][c:23]([CH2:22][O:21][CH2:20][CH2:19][O:18][CH3:17])[cH:28]3)[n:31][n:30]2)[cH:3][cH:4][c:5]2[n:6]([n:7]1)[cH:8][c:9]([NH:11][C:12](=[O:13])[CH:14]1[CH2:15][CH2:16]1)[n:10]2. The product is NS(=O)(=O)c1ncccc1F. RXN SMILES: [C:19](=[O:20])([OH:21])[O-:22].[CH3:26][S:27](=[O:28])[CH3:29].[Cl-:25].[FH:12].[N:13]([O-:14])=[O:15].[N:17]#[N:18].[NH2:1][c:2]1[c:3]([S:8](=[O:9])(=[O:10])[NH2:11])[n:4][cH:5][cH:6][cH:7]1.[Na+:16].[Na+:23].[Na+:24]>>[c:2]1([F:12])[c:3]([S:8](=[O:9])(=[O:10])[NH2:11])[n:4][cH:5][cH:6][cH:7]1. The reactants are O=C([O-])O, CS(C)=O, [Cl-], F, O=N[O-], N#N, Nc1cccnc1S(N)(=O)=O, [Na+], [Na+], [Na+]. Starting materials: BrC=1C(=NC=2N(C1)C=C(N2)C(=O)O)CP(=O)(O)O (6-Bromo-7-phosphonomethyl-imidazo[1,2-a]pyrimidine-2-carboxylic acid), [OH-].[Na+] (NaOH). Reagents/catalysts: [Pd] (Pd on Carbon). The solvent is O (water). Reaction conditions: time 1 hour. Yields the product P(=O)(O)(O)CC1=NC=2N(C=C1)C=C(N2)C(=O)O (7-phosphonomethyl-imidazo[1,2-a]pyrimidine-2-carboxylic acid). Reaction SMILES: Br[C:2]1[C:3]([CH2:14][P:15]([OH:18])([OH:17])=[O:16])=[N:4][C:5]2[N:6]([CH:8]=[C:9]([C:11]([OH:13])=[O:12])[N:10]=2)[CH:7]=1.[OH-].[Na+]>[Pd].O>[P:15]([CH2:14][C:3]1[CH:2]=[CH:7][N:6]2[CH:8]=[C:9]([C:11]([OH:13])=[O:12])[N:10]=[C:5]2[N:4]=1)([OH:17])([OH:18])=[O:16] |f:1.2|. Procedure details: 6-Bromo-7-phosphonomethyl-imidazo[1,2-a]pyrimidine-2-carboxylic acid (18) (15 mg) was introduced in a 250 mL Parr bottle with 0.5N NaOH (1 mL), water (15 mL) and Pd on Carbon (5%, 20 mg). The bottle was evacuated, filled with hydrogen and shaken for one hour at room temperature. The product was purified by passing through a strongly basic ion-exchange column. The product 19 was eluted with 1N HCl.